Dataset: the Open Reaction Database (ORD), a public repository of structured organic reaction records. Task: describe an organic reaction: reactants, conditions, products, and yield Reaction SMILES: [H-].[Na+].[CH3:3][C:4]1[CH:5]=[C:6]([OH:19])[CH:7]=[CH:8][C:9]=1[CH2:10][CH2:11][CH2:12][CH2:13][N:14]1[CH:18]=[CH:17][N:16]=[N:15]1.Cl[CH2:21][C:22]1[CH:27]=[CH:26][C:25]([C:28]2[CH:33]=[CH:32][C:31]([C:34]([F:37])([F:36])[F:35])=[CH:30][CH:29]=2)=[CH:24][N:23]=1.O>CN(C)C=O>[CH3:3][C:4]1[CH:5]=[C:6]([CH:7]=[CH:8][C:9]=1[CH2:10][CH2:11][CH2:12][CH2:13][N:14]1[CH:18]=[CH:17][N:16]=[N:15]1)[O:19][CH2:21][C:22]1[CH:27]=[CH:26][C:25]([C:28]2[CH:33]=[CH:32][C:31]([C:34]([F:36])([F:35])[F:37])=[CH:30][CH:29]=2)=[CH:24][N:23]=1 |f:0.1|. Run at temperature 0 celsius, time 30 minute. Isolated yield 69.7%. Solvent: CN(C=O)C (N,N-dimethylformamide). Procedure details: 8.0 mg (0.31 mmol) of 95% sodium hydride were added at 0° C. to a solution of 65 mg (0.28 mmol) 3-methyl-4-(4-[1,2,3]triazol-1-yl-butyl)-phenol in 3.0 ml N,N-dimethylformamide and stirred for 30 min. at 0° C. 76 mg (0.28 mmol) 2-chloromethyl-5-(4-trifluoromethyl-phenyl)-pyridine were given to the reaction mixture and stirring continued at r.t overnight. After addition of 6 ml water the mixture was stirred for 1 h, the formed precipitate isolated by filtration, washed with water, methanol/water 1... Product: CC=1C=C(OCC2=NC=C(C=C2)C2=CC=C(C=C2)C(F)(F)F)C=CC1CCCCN1N=NC=C1 (2-[3-Methyl-4-(4-[1,2,3]triazol-1-yl-butyl)-phenoxymethyl]-5-(4-trifluoromethyl-phenyl)-pyridine). Reactants: O (water), [H-].[Na+] (sodium hydride), CC=1C=C(C=CC1CCCCN1N=NC=C1)O (3-methyl-4-(4-[1,2,3]triazol-1-yl-butyl)-phenol), ClCC1=NC=C(C=C1)C1=CC=C(C=C1)C(F)(F)F (2-chloromethyl-5-(4-trifluoromethyl-phenyl)-pyridine). Reaction SMILES: [Cl:1][C:2]1[CH:7]=[C:6]([Cl:8])[CH:5]=[CH:4][C:3]=1[C:9]1[N:10]=[C:11]([CH2:30][CH3:31])[C:12]([NH:17][C@@H:18]2[C:26]3[C:21](=[CH:22][CH:23]=[CH:24][CH:25]=3)[CH2:20][C@@H:19]2[O:27][CH2:28][CH3:29])=[N:13][C:14]=1[CH2:15][CH3:16].N1C=CN=C[C:33]=1N>>[Cl:1][C:2]1[CH:7]=[C:6]([Cl:8])[CH:5]=[CH:4][C:3]=1[C:9]1[N:10]=[C:11]([CH2:30][CH3:31])[C:12]([NH:17][C@@H:18]2[C:26]3[C:21](=[CH:22][CH:23]=[CH:24][CH:25]=3)[CH2:33][CH2:20][C@@H:19]2[O:27][CH2:28][CH3:29])=[N:13][C:14]=1[CH2:15][CH3:16]. Reactants: ClC1=C(C=CC(=C1)Cl)C=1N=C(C(=NC1CC)N[C@H]1[C@H](CC2=CC=CC=C12)OCC)CC (5-(2,4-dichlorophenyl)-N-[(1R,2S)-2-ethoxy-2,3-dihydro-1H-inden-1-yl]-3,6-diethylpyrazin-2-amine), N1=C(C=NC=C1)N (pyrazin-2-amine). Reported procedure: Following the procedure for the preparation of 5-(2,4-dichlorophenyl)-N-[(1R,2S)-2-ethoxy-2,3-dihydro-1H-inden-1-yl]-3,6-diethylpyrazin-2-amine but substituting (cis)-2-methoxy-1,2,3,4-tetrahydronaphthalen-1-yl]pyrazin-2-amine and making non-critical variations provided the title compound as a oil: 1H NMR (CDCl3) δ 1.14, 1.20, 1.29, 1.95, 2.31, 2.45, 2.73, 2.82, 3.12, 3.48, 3.74, 3.99, 5.42, 5.75, 7.12-7.21, 7.36, 7.51; HRMS (FAB) calcd for C25H27Cl2N3O+H 456.1609, found 456.1617. The product is ClC1=C(C=CC(=C1)Cl)C=1N=C(C(=NC1CC)N[C@H]1[C@H](CCC2=CC=CC=C12)OCC)CC (5-(2,4-dichlorophenyl)-N-[(cis)-2-ethoxy-1,2,3,4-tetrahydronaphthalen-1-yl]-3,6-diethylpyrazin-2-amine). The solvent is ClCCCl (1,2-dichloroethane), C1=CC=CC=C1 (benzene). Run at time 3 hour. RXN SMILES: [C:1]([O:5][C:6]([C:8]1[N:13]2[C:14](=[O:17])[C@@H:15]([NH2:16])[C@H:12]2[S:11][CH2:10][C:9]=1[CH:18]([S:26][C:27]1[NH:31][N:30]=[N:29][N:28]=1)[CH2:19][CH2:20][NH:21][S:22]([CH3:25])(=[O:24])=[O:23])=[O:7])([CH3:4])([CH3:3])[CH3:2].C(C1C=C(C=C(C(C)(C)C)C=1O)[CH:39]=[O:40])(C)(C)C.[Pb](=O)=O>C1C=CC=CC=1.ClCCCl>[C:1]([O:5][C:6]([C:8]1[N:13]2[C:14](=[O:17])[C@:15]([NH2:16])([O:40][CH3:39])[C@H:12]2[S:11][CH2:10][C:9]=1[CH:18]([S:26][C:27]1[NH:31][N:30]=[N:29][N:28]=1)[CH2:19][CH2:20][NH:21][S:22]([CH3:25])(=[O:24])=[O:23])=[O:7])([CH3:4])([CH3:2])[CH3:3]. Reactants: C(C)(C)(C)OC(=O)C1=C(CS[C@H]2N1C([C@H]2N)=O)C(CCNS(=O)(=O)C)SC2=NN=NN2 (7β-amino-3-[1-(2-methanesulfonamidoethyl)tetrazol-5-ylthiomethyl]-3-cephem-4-carboxylic acid t-butyl ester), C(C)(C)(C)C=1C=C(C=O)C=C(C1O)C(C)(C)C (3,5-di-t-butyl-4-hydroxybenzaldehyde), [Pb](=O)=O (lead dioxide). Product: C(C)(C)(C)OC(=O)C1=C(CS[C@H]2N1C([C@@]2(OC)N)=O)C(CCNS(=O)(=O)C)SC2=NN=NN2 (7β-amino-7α-methoxy-3-[1-(2-methanesulfonamidoethyl)tetrazol-5-ylthiomethyl]-3-cephem-4-carboxylic acid t-butyl ester). Procedure details: A solution of 1.18 g (2.4 mmol) of 7β-amino-3-[1-(2-methanesulfonamidoethyl)tetrazol-5-ylthiomethyl]-3-cephem-4-carboxylic acid t-butyl ester and 0.56 g (2.4 mmol) of 3,5-di-t-butyl-4-hydroxybenzaldehyde in 100 ml of dry benzene is refluxed for 4 hours under a Dean-Stark trap. The solution is evaporated under reduced pressure to leave a residue which is dissolved in 100 ml of 1,2-dichloroethane and cooled to ca. 5° in an ice bath. Three grams of freshly prepared lead dioxide is added in portions... Starting materials: Cl.ClC1=C(N)C=C(C(=C1)Cl)OCCCCCCCCCCCCCCCC (2,4-dichloro-5-hexadecyloxyaniline hydrochloride), ClC1=C(C(=CC(=C1)Cl)Cl)N1N=C(CC1=O)OCC (1-(2,4,6-trichlorophenyl)-3-ethoxy-2-pyrazolin-5-one). Run in C(C)O (ethanol). Run at temperature 150 celsius. Product: ClC1=C(C(=CC(=C1)Cl)Cl)N1N=C(CC1=O)NC1=C(C=C(C(=C1)OCCCCCCCCCCCCCCCC)Cl)Cl (1-(2,4,6-Trichlorophenyl)-3-(2,4-dichloro-5-hexadecyloxyanilino)-2-pyrazolin-5-one). As a reaction SMILES: Cl.[Cl:2][C:3]1[CH:9]=[C:8]([Cl:10])[C:7]([O:11][CH2:12][CH2:13][CH2:14][CH2:15][CH2:16][CH2:17][CH2:18][CH2:19][CH2:20][CH2:21][CH2:22][CH2:23][CH2:24][CH2:25][CH2:26][CH3:27])=[CH:6][C:4]=1[NH2:5].[Cl:28][C:29]1[CH:34]=[C:33]([Cl:35])[CH:32]=[C:31]([Cl:36])[C:30]=1[N:37]1[C:41](=[O:42])[CH2:40][C:39](OCC)=[N:38]1>C(O)C>[Cl:36][C:31]1[CH:32]=[C:33]([Cl:35])[CH:34]=[C:29]([Cl:28])[C:30]=1[N:37]1[C:41](=[O:42])[CH2:40][C:39]([NH:5][C:4]2[CH:6]=[C:7]([O:11][CH2:12][CH2:13][CH2:14][CH2:15][CH2:16][CH2:17][CH2:18][CH2:19][CH2:20][CH2:21][CH2:22][CH2:23][CH2:24][CH2:25][CH2:26][CH3:27])[C:8]([Cl:10])=[CH:9][C:3]=2[Cl:2])=[N:38]1 |f:0.1|. Reported procedure: A mixture of 16 g of the 2,4-dichloro-5-hexadecyloxyaniline hydrochloride obtained in Step (2) described above and 12 g of 1-(2,4,6-trichlorophenyl)-3-ethoxy-2-pyrazolin-5-one was heated to 150° C. and melted. Thereafter, the mixture was reacted at 150 to 160° C. for an hour under a reduced pressure (approximately 20 mm Hg) with stirring while removing the ethanol formed. The reaction mixture was allowed to cool to 100° C. and then 100 ml of ethanol was added thereto. After heating with stirring... The reactants are CCO, CCOC(=O)C1(C)C(=O)N(C(C)c2ccccc2)CC1CF, [Na+], [OH-], O. Yields the product CC(c1ccccc1)N1CC(CF)C(C)(C(=O)O)C1=O. Reaction SMILES: [CH3:26][CH2:27][OH:28].[F:1][CH2:2][CH:3]1[C:4]([C:17](=[O:18])[O:19][CH2:20][CH3:21])([CH3:22])[C:5](=[O:16])[N:6]([CH:8]([CH3:9])[c:10]2[cH:11][cH:12][cH:13][cH:14][cH:15]2)[CH2:7]1.[Na+:24].[OH-:23].[OH2:25]>>[F:1][CH2:2][CH:3]1[C:4]([C:17](=[O:18])[OH:19])([CH3:22])[C:5](=[O:16])[N:6]([CH:8]([CH3:9])[c:10]2[cH:11][cH:12][cH:13][cH:14][cH:15]2)[CH2:7]1. The reactants are CCCCC1=C(C=2C=C(C=CC2O1)NS(=O)(=O)C)C(=O)C=3C=CC(=CC3)OCCCN(CCCC)CCCC.Cl (dronedarone hydrochloride). Run in O (water). Yields the product NC=1C=CC2=C(C=C(O2)CCCC)C1 (5-amino-2-n-butyl-benzofuran). As a reaction SMILES: [CH3:1][CH2:2][CH2:3][CH2:4][C:5]1[O:13][C:12]2[CH:11]=[CH:10][C:9]([NH:14]S(C)(=O)=O)=[CH:8][C:7]=2[C:6]=1C(C1C=CC(OCCCN(CCCC)CCCC)=CC=1)=O.Cl>O>[NH2:14][C:9]1[CH:10]=[CH:11][C:12]2[O:13][C:5]([CH2:4][CH2:3][CH2:2][CH3:1])=[CH:6][C:7]=2[CH:8]=1 |f:0.1|. Procedure details: This method is very simple and economical as regards the number of the reaction steps. Its drawback is, however, that in the last step the hydrochloride salt of dronedarone is obtained in a rather contaminated form. This can be explained by the presence of the dibutylamino-propyl group in the Friedel-Crafts reaction. In the examples of WO02/48132 the yield is 90%, during the purification steps at first the raw dronedarone hydrochloride salt, then following treatment with hydrogen chloride soluti... The reactants are ClC1=CC=C(C=C1)B(O)O ((4-chlorophenyl)boronic acid), C([O-])([O-])=O.[K+].[K+] (potassium carbonate), BrC1=C(C(=C(S1)C(=O)OC)C1=CC=C(C=2CCCCC12)S(N)(=O)=O)C (Methyl 5-bromo-4-methyl-3-(4-sulfamoyl-5,6,7,8-tetrahydronaphthalen-1-yl)thiophene-2-carboxylate). The reagents and catalysts are C=1C=CC(=CC1)[P](C=2C=CC=CC2)(C=3C=CC=CC3)[Pd]([P](C=4C=CC=CC4)(C=5C=CC=CC5)C=6C=CC=CC6)([P](C=7C=CC=CC7)(C=8C=CC=CC8)C=9C=CC=CC9)[P](C=1C=CC=CC1)(C=1C=CC=CC1)C=1C=CC=CC1 (tetrakis(triphenylphosphine)palladium(0)). Solvent: C1(=CC=CC=C1)C (toluene), C(C)O (ethanol). Reaction conditions: temperature 25 celsius. The product is ClC1=CC=C(C=C1)C1=C(C(=C(S1)C(=O)OCC)C1=CC=C(C=2CCCCC12)S(N)(=O)=O)C (Ethyl 5-(4-chlorophenyl)-4-methyl-3-(4-sulfamoyl-5,6,7,8-tetrahydronaphthalen-1-yl)thiophene-2-carboxylate). Yield: 34.4%. Reaction SMILES: [Cl:1][C:2]1[CH:7]=[CH:6][C:5](B(O)O)=[CH:4][CH:3]=1.[C:11](=O)([O-])[O-].[K+].[K+].Br[C:18]1[S:22][C:21]([C:23]([O:25][CH3:26])=[O:24])=[C:20]([C:27]2[C:36]3[CH2:35][CH2:34][CH2:33][CH2:32][C:31]=3[C:30]([S:37](=[O:40])(=[O:39])[NH2:38])=[CH:29][CH:28]=2)[C:19]=1[CH3:41]>C1(C)C=CC=CC=1.C(O)C.C1C=CC([P]([Pd]([P](C2C=CC=CC=2)(C2C=CC=CC=2)C2C=CC=CC=2)([P](C2C=CC=CC=2)(C2C=CC=CC=2)C2C=CC=CC=2)[P](C2C=CC=CC=2)(C2C=CC=CC=2)C2C=CC=CC=2)(C2C=CC=CC=2)C2C=CC=CC=2)=CC=1>[Cl:1][C:2]1[CH:7]=[CH:6][C:5]([C:18]2[S:22][C:21]([C:23]([O:25][CH2:26][CH3:11])=[O:24])=[C:20]([C:27]3[C:36]4[CH2:35][CH2:34][CH2:33][CH2:32][C:31]=4[C:30]([S:37](=[O:40])(=[O:39])[NH2:38])=[CH:29][CH:28]=3)[C:19]=2[CH3:41])=[CH:4][CH:3]=1 |f:1.2.3,^1:55,57,76,95|. Reported procedure: (4-chlorophenyl)boronic acid [0.027 g, 0.17 mmol] and potassium carbonate (0.043 g, 0.31 mmol) were added to a solution of methyl 5-bromo-4-methyl-3-(4-sulfamoyl-5,6,7,8-tetrahydronaphthalen-1-yl)thiophene-2-carboxylate (59d, 0.07 g, 0.16 mmol) in a mixture of 1 ml toluene and 4 ml ethanol at 25° C. A nitrogen gas was bubbled through reaction mixture for 15 minutes. To the reaction mixture was then added tetrakis(triphenylphosphine)palladium(0) (0.009 g, 0.008 mmol) under nitrogen atmosphere and... The reactants are C(CCCCCCCCCCCCCCC)SCC(CO)N1N=C(N=N1)C (3-hexadecylthio-2-(5-methyl-2H-tetrazol-2-yl)propanol), C(CCCCCCCCCCCCCCC)SCC(CN)OC (3-hexadecylthio-2-methoxypropylamine), C1(C=2C(C(N1)=O)=CC=CC2)=O (phthalimide). Yields the product C(CCCCCCCCCCCCCCC)SCC(CN)N1N=C(N=N1)C (3-hexadecylthio-2-(5-methyl-2H-tetrazol-2-yl)propylamine). As a reaction SMILES: [CH2:1]([S:17][CH2:18][CH:19]([N:22]1[N:26]=[N:25][C:24]([CH3:27])=[N:23]1)[CH2:20]O)[CH2:2][CH2:3][CH2:4][CH2:5][CH2:6][CH2:7][CH2:8][CH2:9][CH2:10][CH2:11][CH2:12][CH2:13][CH2:14][CH2:15][CH3:16].C(SCC(OC)C[NH2:48])CCCCCCCCCCCCCCC.C1(=O)NC(=O)C2=CC=CC=C12>>[CH2:1]([S:17][CH2:18][CH:19]([N:22]1[N:26]=[N:25][C:24]([CH3:27])=[N:23]1)[CH2:20][NH2:48])[CH2:2][CH2:3][CH2:4][CH2:5][CH2:6][CH2:7][CH2:8][CH2:9][CH2:10][CH2:11][CH2:12][CH2:13][CH2:14][CH2:15][CH3:16]. Procedure: 3-hexadecylthio-2-(5-methyl-2H-tetrazol-2-yl)propanol Vh1 is allowed to react and worked up by the same procedure as described in (3). The phthalimide compound: m.p. 82°-83° C. The summary of the experimental condition and the physical data of the product are listed in Tables 5 and 6. Starting materials: C(C)C(CO)CCCC (2-ethylhexanol), C(CCC)=O (butyraldehyde). Reaction SMILES: [CH2:1]([CH:3]([CH2:6][CH2:7][CH2:8][CH3:9])[CH2:4][OH:5])[CH3:2].C(=O)CCC>>[CH2:1]([C:3](=[CH:6][CH2:7][CH2:8][CH3:9])[CH:4]=[O:5])[CH3:2]. Reported procedure: The production of 2-ethylhexanol (2EH) from normal butyraldehyde (NBD) is being industrially conducted on a large scale. This process is constituted of an NBD condensation step in which two molecules of NBD undergo aldol condensation and dehydration to give 2-ethylhexenal (ethylpropylacrolein, EPA), an EPA hydrogenation step in which the EPA obtained is reacted with hydrogen to obtain crude 2EH, and a 2EH purification step in which the crude 2EH is purified to a desired purity to obtain a 2EH pr... Product: C(C)C(C=O)=CCCC (2-ethylhexenal). Reactants: N([C@@H](CC1=CC=CC=C1)C(=O)N[C@@H](COCC1=CC=CC=C1)C(=O)N[C@@H](C)C(=O)O)C(=O)OCC1=CC=CC=C1 (Z-Phe-Ser(OCH2C6H5)-Ala-OH), N([C@@H](CC1=CC=CC=C1)C(=O)NCC(=O)N[C@@H](CC(C)C)C(=O)N[C@@H](CC(C)C)C(=O)CCl)C(=O)OCC1=CC=CC=C1 (Z-Phe-Gly-Leu-LeuCH2Cl), N[C@@H](CC(C)C)C(=O)CCl.Cl (H-LeuCH2Cl.HCl), anhydride. Product: N([C@@H](CC1=CC=CC=C1)C(=O)N[C@@H](COCC1=CC=CC=C1)C(=O)N[C@@H](C)C(=O)N[C@@H](CC(C)C)C(=O)CCl)C(=O)OCC1=CC=CC=C1 (Z-Phe-Ser(OCH2C6H5)-Ala-LeuCH2Cl). As a reaction SMILES: [NH:1]([C:31]([O:33][CH2:34][C:35]1[CH:40]=[CH:39][CH:38]=[CH:37][CH:36]=1)=[O:32])[C@H:2]([C:10]([NH:12][C@H:13]([C:23]([NH:25][C@H:26]([C:28](O)=[O:29])[CH3:27])=[O:24])[CH2:14][O:15][CH2:16][C:17]1[CH:22]=[CH:21][CH:20]=[CH:19][CH:18]=1)=[O:11])[CH2:3][C:4]1[CH:9]=[CH:8][CH:7]=[CH:6][CH:5]=1.[NH2:41][C@H:42]([C:47]([CH2:49][Cl:50])=[O:48])[CH2:43][CH:44]([CH3:46])[CH3:45].Cl.N(C(OCC1C=CC=CC=1)=O)[C@H](C(NCC(N[C@H](C(N[C@H](C(CCl)=O)CC(C)C)=O)CC(C)C)=O)=O)CC1C=CC=CC=1>>[NH:1]([C:31]([O:33][CH2:34][C:35]1[CH:36]=[CH:37][CH:38]=[CH:39][CH:40]=1)=[O:32])[C@H:2]([C:10]([NH:12][C@H:13]([C:23]([NH:25][C@H:26]([C:28]([NH:41][C@H:42]([C:47]([CH2:49][Cl:50])=[O:48])[CH2:43][CH:44]([CH3:46])[CH3:45])=[O:29])[CH3:27])=[O:24])[CH2:14][O:15][CH2:16][C:17]1[CH:18]=[CH:19][CH:20]=[CH:21][CH:22]=1)=[O:11])[CH2:3][C:4]1[CH:9]=[CH:8][CH:7]=[CH:6][CH:5]=1 |f:1.2|. Procedure: Z-Phe-Ser(OCH2C6H5)-Ala-LeuCH2Cl was prepared by coupling Z-Phe-Ser(OCH2C6H5)-Ala-OH (1.37 g, 2.5 mmol) to H-LeuCH2Cl.HCl by a mixed anhydride coupling procedure substantially similar to that used for the preparation of Z-Phe-Gly-Leu-LeuCH2Cl in Procedure C, above. Product was obtained as a crystalline solid, 0.98 g (m.p. 167°-168°). Anal: Calcd. for C37H45N4O7 : C, 64.09; H, 6.56; N, 8.08; Found: C, 64.22; H, 6.38; N, 8.08.